This data is from the Open Reaction Database (ORD), a public repository of structured organic reaction records. The task is: describe an organic reaction: reactants, conditions, products, and yield The reactants are ICC (iodoethane), CC(C)([O-])C.[K+] (potassium tert-butoxide), C(C)(=O)CC(C)=O (acetylacetone), O=O (oxygen). The solvent is N#N (N2), O (water). Run at time 1 hour. Product: C(C)C(C(C)=O)C(C)=O (3-ethyl-2,4-pentandione). Isolated yield 84.5%. Reaction SMILES: O=O.[CH3:3][C:4](C)([O-])C.[K+].[C:9]([CH2:12][C:13](=[O:15])[CH3:14])(=[O:11])[CH3:10].ICC>N#N.O>[CH2:3]([CH:12]([C:13](=[O:15])[CH3:14])[C:9](=[O:11])[CH3:10])[CH3:4] |f:1.2|. Procedure details: To a three-neck flask in N2 atmosphere free of water and oxygen were successively added 0.066 mol potassium tert-butoxide and 150 mlTHF. Then to the resulting mixture was slowly added dropwise 0.06 mol acetylacetone with stirring while cooling the mixture with ice-bath. The reaction was allowed to continue at room temperature for 1 hour, then 0.07 mol iodoethane was added dropwise at room temperature. Next, the reaction was allowed to continue at room temperature for further 48 hours. After the ... Procedure details: In the same manner as the synthesis of Compound 1, methyl 3-amino-4-phenylthiophene-2-carboxylate (100 mg, 0.43 mmol), triethyl orthoformate (1.0 ml), 2-methylcyclohexanamine (0.120 ml, 0.90 mmol), and acetic acid (0.1 ml) were used to give 65.9 mg (0.20 mmol, 47.2% yield) of the title compound. Yields the product CC1C(CCCC1)N1C=NC2=C(C1=O)SC=C2C2=CC=CC=C2 (3-(2-Methylcyclohexyl)-7-phenylthieno[3,2-d]pyrimidin-4(3H)-one). The yield is 47.2%. As a reaction SMILES: [C:1]1([N:7]2[C:12](=[O:13])[C:11]3[S:14][CH:15]=[C:16]([C:17]4[CH:22]=[CH:21][CH:20]=[CH:19][CH:18]=4)[C:10]=3[N:9]=[CH:8]2)[CH:6]=[CH:5][CH:4]=[CH:3][CH:2]=1.N[C:24]1C(C2C=CC=CC=2)=CSC=1C(OC)=O.C(OCC)(OCC)OCC.CC1CCCCC1N>C(O)(=O)C>[CH3:24][CH:2]1[CH2:3][CH2:4][CH2:5][CH2:6][CH:1]1[N:7]1[C:12](=[O:13])[C:11]2[S:14][CH:15]=[C:16]([C:17]3[CH:18]=[CH:19][CH:20]=[CH:21][CH:22]=3)[C:10]=2[N:9]=[CH:8]1. Solvent: C(C)(=O)O (acetic acid). The reactants are C1(=CC=CC=C1)N1C=NC2=C(C1=O)SC=C2C2=CC=CC=C2 (3,7-Diphenylthieno[3,2-d]pyrimidin-4(3H)-one), NC1=C(SC=C1C1=CC=CC=C1)C(=O)OC (methyl 3-amino-4-phenylthiophene-2-carboxylate), C(OCC)(OCC)OCC (triethyl orthoformate), CC1C(CCCC1)N (2-methylcyclohexanamine). Starting materials: CC1=C(N=CN1C(C1=CC=CC=C1)(C1=CC=CC=C1)C1=CC=CC=C1)C=C1CCC=2N(C3=CC=CC=C3C2)C1=O (8,9-dihydro-7-[(5-methyl-1-trityl-1H-imidazol-4-yl)methylene]pyrido[1,2-a]indol-6(7H)-one), C(C)(=O)O (acetic acid). Solvent: O (water). Run at temperature 80 celsius, time 10 minute. The product is CC1=C(N=CN1)C=C1CCC=2N(C3=CC=CC=C3C2)C1=O (8,9-dihydro-7-[(5-methyl-1H-imidazol-4-yl)methylene]pyrido[1,2-a]indol-6(7H)-one). The yield is 51.1%. RXN SMILES: [CH3:1][C:2]1[N:6](C(C2C=CC=CC=2)(C2C=CC=CC=2)C2C=CC=CC=2)[CH:5]=[N:4][C:3]=1[CH:26]=[C:27]1[C:39](=[O:40])[N:31]2[C:32]3[C:37]([CH:38]=[C:30]2[CH2:29][CH2:28]1)=[CH:36][CH:35]=[CH:34][CH:33]=3.C(O)(=O)C>O>[CH3:1][C:2]1[NH:6][CH:5]=[N:4][C:3]=1[CH:26]=[C:27]1[C:39](=[O:40])[N:31]2[C:32]3[C:37]([CH:38]=[C:30]2[CH2:29][CH2:28]1)=[CH:36][CH:35]=[CH:34][CH:33]=3. Procedure details: A mixture of 8,9-dihydro-7-[(5-methyl-1-trityl-1H-imidazol-4-yl)methylene]pyrido[1,2-a]indol-6(7H)-one (21.28 g), acetic acid (500 ml), and water (80 ml) was stirred at 80° C. for 1 hour and 10 minutes. After evaporation of the solvent, the residue was diluted with water, neutralized with aqueous sodium bicarbonate solution and 3N aqueous sodium hydroxide solution, and extracted with chloroform to give precipitates. The precipitates were collected, washed with water and chloroform, and dried to ... Reactants: C(CCCCCCC\C=C/C\C=C/CCCCC)C(=O)CCCCCCCC\C=C/C\C=C/CCCCC (dilinoleyl ketone), C(C(CCCCO)O)O (1,2,6-hexanetriol), C1(=CC=C(C=C1)S(=O)(=O)[O-])C.[NH+]1=CC=CC=C1 (pyridinium p-toluenesulfonate). The solvent is C1(=CC=CC=C1)C (toluene). The product is C(CCCCCCC\C=C/C\C=C/CCCCC)C1(OCC(O1)CCCCO)CCCCCCCC\C=C/C\C=C/CCCCC (2,2-Dilinoleyl-4-(4-hydroxybutyl)-[1,3]-dioxolane). Reaction SMILES: [CH2:1]([C:19]([CH2:21][CH2:22][CH2:23][CH2:24][CH2:25][CH2:26][CH2:27][CH2:28]/[CH:29]=[CH:30]\[CH2:31]/[CH:32]=[CH:33]\[CH2:34][CH2:35][CH2:36][CH2:37][CH3:38])=[O:20])[CH2:2][CH2:3][CH2:4][CH2:5][CH2:6][CH2:7][CH2:8]/[CH:9]=[CH:10]\[CH2:11]/[CH:12]=[CH:13]\[CH2:14][CH2:15][CH2:16][CH2:17][CH3:18].[CH2:39](O)[CH:40]([OH:46])[CH2:41][CH2:42][CH2:43][CH2:44][OH:45].C1(C)C=CC(S([O-])(=O)=O)=CC=1.[NH+]1C=CC=CC=1>C1(C)C=CC=CC=1>[CH2:1]([C:19]1([CH2:21][CH2:22][CH2:23][CH2:24][CH2:25][CH2:26][CH2:27][CH2:28]/[CH:29]=[CH:30]\[CH2:31]/[CH:32]=[CH:33]\[CH2:34][CH2:35][CH2:36][CH2:37][CH3:38])[O:46][CH:40]([CH2:41][CH2:42][CH2:43][CH2:44][OH:45])[CH2:39][O:20]1)[CH2:2][CH2:3][CH2:4][CH2:5][CH2:6][CH2:7][CH2:8]/[CH:9]=[CH:10]\[CH2:11]/[CH:12]=[CH:13]\[CH2:14][CH2:15][CH2:16][CH2:17][CH3:18] |f:2.3|. Procedure: A mixture of dilinoleyl ketone (I, previously prepared as described in Example 1, 1.05 g, 2.0 mmol), 1,2,6-hexanetriol (0.54 g, 4 mmol) and pyridinium p-toluenesulfonate (100 mg, 0.4 mmol) in 150 mL of toluene was refluxed under nitrogen overnight with a Dean-Stark tube to remove water. The resulting mixture was cooled to room temperature. The organic phase was washed with water (2×60 mL), brine (60 mL), and dried over anhydrous Na2SO4. Evaporation of the solvent resulted in a yellowish oily res... Starting materials: FC(OC1=CC=C(C=C1)S(=O)(=O)N1CCN(CC1)C(=O)OC(C)(C)C)(F)F (1,1-Dimethylethyl 4-({4-[(trifluoromethyl)oxy]phenyl}sulfonyl)-1-piperazinecarboxylate), FC(OC1=CC=C(C=C1)S(=O)(=O)N1CCN(CC1)C(=O)OC(C)(C)C)(F)F (1,1-Dimethylethyl 4-({4-[(trifluoromethyl)oxy]phenyl}sulfonyl)-1-piperazinecarboxylate), Cl (hydrochloric acid), O1CCOCC1 (dioxane). The solvent is C(Cl)Cl (DCM). Reaction conditions: time 2 hour. The product is FC(OC1=CC=C(C=C1)S(=O)(=O)N1CCNCC1)(F)F (1-({4-[(Trifluoromethyl)oxy]phenyl}sulfonyl)piperazine). The yield is 84.9%. Reaction SMILES: [F:1][C:2]([F:27])([F:26])[O:3][C:4]1[CH:9]=[CH:8][C:7]([S:10]([N:13]2[CH2:18][CH2:17][N:16](C(OC(C)(C)C)=O)[CH2:15][CH2:14]2)(=[O:12])=[O:11])=[CH:6][CH:5]=1.Cl.O1CCOCC1>C(Cl)Cl>[F:27][C:2]([F:1])([F:26])[O:3][C:4]1[CH:9]=[CH:8][C:7]([S:10]([N:13]2[CH2:14][CH2:15][NH:16][CH2:17][CH2:18]2)(=[O:12])=[O:11])=[CH:6][CH:5]=1. Procedure: 1,1-Dimethylethyl 4-({4-[(trifluoromethyl)oxy]phenyl}sulfonyl)-1-piperazinecarboxylate (may be prepared as described in Intermediate 10; 5.450 g, 13.28 mmol) was dissolved in DCM (80 ml) and then 4M hydrochloric acid in dioxane (33.2 mL, 133 mmol) was added at room temperature and the reaction mixture was stirred for two hours. The reaction mixture was partitioned between DCM and aqueous sodium bicarbonate (30 ml). The organic phase was washed with further sodium bicarbonate (2×20 ml) and water ... Reactants: [Li+].[OH-] (LiOH), C(=O)(C(F)(F)F)O (TFA), N1C(=NC2=C1C=CC=C2)N(C2CCC(CC2)C(C)(C)C)CC2=CC=C(C(=O)O)C=C2 (4-{[1H-Benzimidazol-2-yl(4-tert-butylcyclohexyl)amino]methyl}benzoic acid), hydrochloride salt, COC(C(CN)O)=O (2-hydroxy β-alanine methyl ester), C=1C=CC2=C(C1)N=NN2O (HOBt), C(CCl)Cl (EDC), CCN(C(C)C)C(C)C (DIEA). Solvent: O (H2O), CN(C)C=O (DMF). Reaction conditions: time 8 hour. Yields the product N1C(=NC2=C1C=CC=C2)N(C2CCC(CC2)C(C)(C)C)CC2=CC=C(C(=O)NC[C@H](C(=O)O)O)C=C2 ((2R)-3-[(4-{[1H-Benzimidazol-2-yl(4-tert-butylcyclohexyl)amino]methyl}benzoyl)-amino]-2-hydroxypropanoic acid). As a reaction SMILES: [NH:1]1[C:5]2[CH:6]=[CH:7][CH:8]=[CH:9][C:4]=2[N:3]=[C:2]1[N:10]([CH2:21][C:22]1[CH:30]=[CH:29][C:25]([C:26](O)=[O:27])=[CH:24][CH:23]=1)[CH:11]1[CH2:16][CH2:15][CH:14]([C:17]([CH3:20])([CH3:19])[CH3:18])[CH2:13][CH2:12]1.C[O:32][C:33](=[O:38])[CH:34]([OH:37])[CH2:35][NH2:36].C1C=CC2N(O)N=NC=2C=1.C(Cl)CCl.CCN(C(C)C)C(C)C.[Li+].[OH-].C(O)(C(F)(F)F)=O>CN(C=O)C.O>[NH:1]1[C:5]2[CH:6]=[CH:7][CH:8]=[CH:9][C:4]=2[N:3]=[C:2]1[N:10]([CH2:21][C:22]1[CH:30]=[CH:29][C:25]([C:26]([NH:36][CH2:35][C@@H:34]([OH:37])[C:33]([OH:32])=[O:38])=[O:27])=[CH:24][CH:23]=1)[CH:11]1[CH2:16][CH2:15][CH:14]([C:17]([CH3:20])([CH3:18])[CH3:19])[CH2:13][CH2:12]1 |f:5.6|. Procedure details: To a solution of the title compound of Example 1 Step D (0.04 mmol, 16 mg), the hydrochloride salt of 2-hydroxy β-alanine methyl ester (0.06 mmol, 9 mg), HOBt (0.1 mmol, 15 mg), and EDC (0.12 mmol, 23 mg) in 0.4 mL of DMF was added DIEA (0.2 mmol, 35 μL). After 3 h the reaction was partitioned into EtOAc/brine. The organic phase was dried with MgSO4 and concentrated under reduced pressure. The residue was taken up in 1 mL of dioxane and a solution of LiOH (1 mmol, 24 mg) in 0.5 mL of H2O was add...